This data is from the Open Reaction Database (ORD), a public repository of structured organic reaction records. The task is: describe an organic reaction: reactants, conditions, products, and yield Yields the product FC1=CC=C(C=N1)C(=O)C1=C(C2=C(N=C(S2)NC(C)=O)CC1)O (N-[6-(6-Fluoro-pyridine-3-carbonyl)-7-hydroxy-4,5-dihydro-benzothiazol-2-yl]-acetamide). The reactants are O=C1CCCC=2N=C(SC21)NC(C)=O (N-(7-oxo-4,5,6,7-tetrahydro-benzothiazol-2-yl)-acetamide), FC1=NC=C(C(=O)Cl)C=C1 (6-fluoro nicotinic acid chloride). Procedure details: The title compound is synthesized according to general procedure A1 starting form 21.0 g (100 mmol), N-(7-oxo-4,5,6,7-tetrahydro-benzothiazol-2-yl)-acetamide and 20.2 g (120 mmol, 95% pure) 6-fluoro nicotinic acid chloride. Yield: 27.0 g. As a reaction SMILES: [O:1]=[C:2]1[C:10]2[S:9][C:8]([NH:11][C:12](=[O:14])[CH3:13])=[N:7][C:6]=2[CH2:5][CH2:4][CH2:3]1.[F:15][C:16]1[CH:24]=[CH:23][C:19]([C:20](Cl)=[O:21])=[CH:18][N:17]=1>>[F:15][C:16]1[N:17]=[CH:18][C:19]([C:20]([C:3]2[CH2:4][CH2:5][C:6]3[N:7]=[C:8]([NH:11][C:12](=[O:14])[CH3:13])[S:9][C:10]=3[C:2]=2[OH:1])=[O:21])=[CH:23][CH:24]=1. Reactants: C1(=CC=CC=C1)N1N=C(C(N(C1=O)C)=O)C(=O)O (2-phenyl-4-methyl-3,5-dioxo-2,3,4,5-tetrahydro-1,2,4-triazine-6-carboxylic acid), S(=O)(Cl)Cl (thionyl chloride). Product: C1(=CC=CC=C1)N1N=C(C(N(C1=O)C)=O)C(=O)Cl (2-phenyl-4-methyl-3,5-dioxo-2,3,4,5-tetrahydro-1,2,4-triazine-6-carbonyl chloride). The yield is 87.5%. RXN SMILES: [C:1]1([N:7]2[C:12](=[O:13])[N:11]([CH3:14])[C:10](=[O:15])[C:9]([C:16]([OH:18])=O)=[N:8]2)[CH:6]=[CH:5][CH:4]=[CH:3][CH:2]=1.S(Cl)([Cl:21])=O>>[C:1]1([N:7]2[C:12](=[O:13])[N:11]([CH3:14])[C:10](=[O:15])[C:9]([C:16]([Cl:21])=[O:18])=[N:8]2)[CH:6]=[CH:5][CH:4]=[CH:3][CH:2]=1. Reported procedure: Intermediate e (3 g, 0.012 mol) was added to thionyl chloride (10 V/W, 30 mL). The mixture was warmed up to react under reflux for 6 h. The solvent was evaporated off to produce a clear yellow crystal (2.8 g) in a yield of 87.5%. Reactants: C(C)(C)(C)N1N=C(C=2C1=NC=NC2N)C2=CC=C(C=C2)C (1-tert-butyl-3-p-tolyl-1H-pyrazolo[3,4-d]pyrimidin-4-amine). Run in C(=O)O (formic acid), Cl (HCl). Run at time 30 minute. Yields the product C1(=CC=C(C=C1)C1=NNC2=NC=NC(=C21)N)C (3-p-tolyl-1H-pyrazolo[3,4-d]pyrimidin-4-amine). Reaction SMILES: C([N:5]1[C:9]2=[N:10][CH:11]=[N:12][C:13]([NH2:14])=[C:8]2[C:7]([C:15]2[CH:20]=[CH:19][C:18]([CH3:21])=[CH:17][CH:16]=2)=[N:6]1)(C)(C)C>C(O)=O.Cl>[C:18]1([CH3:21])[CH:17]=[CH:16][C:15]([C:7]2[C:8]3[C:9](=[N:10][CH:11]=[N:12][C:13]=3[NH2:14])[NH:5][N:6]=2)=[CH:20][CH:19]=1. Procedure details: 1-tert-butyl-3-p-tolyl-1H-pyrazolo[3,4-d]pyrimidin-4-amine was dissolved in a solution of formic acid (1 mL) and conc. HCl (0.1 mL) and heated to reflux. The reaction was allowed to proceed 30 min., then concentrated in vacuo and the products purified by RP-HPLC (MeCN:H2O:0.1% TFA). ESI-MS (M+H)+ m/z calcd 226.1, found 226.3. RXN SMILES: [CH3:1][O:2][C:3]1[CH:4]=[C:5]2[C:10](=[CH:11][C:12]=1[O:13][CH3:14])[N:9]=[CH:8][CH:7]=[C:6]2[O:15][C:16]1[CH:21]=[CH:20][C:19]([NH2:22])=[CH:18][CH:17]=1.Cl[C:24](Cl)([O:26]C(=O)OC(Cl)(Cl)Cl)Cl.[CH3:35][O:36][C:37]1[CH:38]=[C:39]([CH:41]=[C:42]([O:44][CH3:45])[CH:43]=1)[NH2:40].C(=O)([O-])O.[Na+]>C1(C)C=CC=CC=1.C(N(CC)CC)C>[CH3:45][O:44][C:42]1[CH:41]=[C:39]([NH:40][C:24]([NH:22][C:19]2[CH:18]=[CH:17][C:16]([O:15][C:6]3[C:5]4[C:10](=[CH:11][C:12]([O:13][CH3:14])=[C:3]([O:2][CH3:1])[CH:4]=4)[N:9]=[CH:8][CH:7]=3)=[CH:21][CH:20]=2)=[O:26])[CH:38]=[C:37]([O:36][CH3:35])[CH:43]=1 |f:3.4|. Solvent: C1(=CC=CC=C1)C (toluene), C(C)N(CC)CC (triethylamine). The product is COC=1C=C(C=C(C1)OC)NC(=O)NC1=CC=C(C=C1)OC1=CC=NC2=CC(=C(C=C12)OC)OC (N-(3,5-Dimethoxyphenyl)-N'-{4-[(6,7-dimethoxy-4-quinolyl)oxy]phenyl}urea). Yield: 99.9%. Starting materials: C(O)([O-])=O.[Na+] (sodium hydrogen carbonate), COC=1C=C2C(=CC=NC2=CC1OC)OC1=CC=C(C=C1)N (6,7-Dimethoxy-4-(4-aminophenoxy)quinoline), COC=1C=C(N)C=C(C1)OC (3,5-Dimethoxyaniline), ClC(Cl)(OC(OC(Cl)(Cl)Cl)=O)Cl (triphosgene). Reported procedure: 6,7-Dimethoxy-4-(4-aminophenoxy)quinoline (53 mg) was dissolved in toluene (5 ml) with heat, after the addition of triethylamine (1 ml), triphosgene (101 mg) was added, and the admixture was ref luxed with heat for 4 minutes. 3,5-Dimethoxyaniline (62 mg) was added to the reaction mixture, and the admixture was refluxed with heat for 13 minutes. After the addition of aqueous sodium hydrogen carbonate, the reaction mixture was extracted 2 times with ethyl acetate, and the organic layer was then wa... Run in CCO (EtOH). Starting materials: CCOC(=O)C (EtOAc), [OH-].[Na+] (NaOH), [OH-].[Na+] (NaOH), [N+](=O)([O-])C1=C(C=CC=C1C(F)(F)F)NC(C)=O (N-(2-Nitro-3-trifluoromethyl-phenyl)-acetamide). The product is [N+](=O)([O-])C1=C(C=CC=C1C(F)(F)F)N (2-nitro-3-trifluoromethyl-phenylamine). Yield: 93.3%. Reaction conditions: temperature 105 celsius, time 2.5 hour. Procedure: N-(2-Nitro-3-trifluoromethyl-phenyl)-acetamide (Helvetica 1947, p. 107) (3.6 g) was dissolved in EtOH and heated to 105° C. prior to the addition of 1N NaOH (60 ml) and 50% NaOH (10 ml). After 2.5 h, the reaction was cooled to rt and EtOAc was added. The organic layer was washed with water and brine. Then it was dried and concentrated to give a crude 2-nitro-3-trifluoromethyl-phenylamine (2.79 g): 1H NMR (CDCl3, δppm, 300 mHz) 5.0 (s, 2H), 7.02 (d, 1H), 7.10 (d, 1H), 7.38 (t, 1H). RXN SMILES: [N+:1]([C:4]1[C:9]([C:10]([F:13])([F:12])[F:11])=[CH:8][CH:7]=[CH:6][C:5]=1[NH:14]C(=O)C)([O-:3])=[O:2].[OH-].[Na+].CCOC(C)=O>CCO>[N+:1]([C:4]1[C:9]([C:10]([F:11])([F:12])[F:13])=[CH:8][CH:7]=[CH:6][C:5]=1[NH2:14])([O-:3])=[O:2] |f:1.2|. Starting materials: Br (hydrobromic acid), CCOCC (ether), C(C)(C)(C)OC(CN(C1CC2=CC=CC=C2C1)C([C@@H](N[C@H](CCC1=CC=CC=C1)C(=O)OCC)CCCCNC(=O)OCC1=CC=CC=C1)=O)=O (Nα -[1-(R)-Ethoxycarbonyl-3-phenylpropyl]-Nε -carbobenzoxy-L-lysyl-N-(indan-2-yl)glycine tert-butyl ester). The solvent is C(C)(=O)O (acetic acid), petroleum ether, C(C)(=O)O (acetic acid). Reaction conditions: time 30 minute. Product: Br.Br.C(C)OC(=O)[C@@H](CCC1=CC=CC=C1)N[C@@H](CCCCN)C(=O)N(CC(=O)O)C1CC2=CC=CC=C2C1 (Nα -[1-(R)-ethoxycarbonyl-3-phenylpropyl]-L-lysyl-N-(indan-2-yl)glycine dihydrobromide). Reaction SMILES: C([O:5][C:6](=[O:51])[CH2:7][N:8]([C:18](=[O:50])[C@H:19]([CH2:35][CH2:36][CH2:37][CH2:38][NH:39]C(OCC1C=CC=CC=1)=O)[NH:20][C@@H:21]([C:30]([O:32][CH2:33][CH3:34])=[O:31])[CH2:22][CH2:23][C:24]1[CH:29]=[CH:28][CH:27]=[CH:26][CH:25]=1)[CH:9]1[CH2:17][C:16]2[C:11](=[CH:12][CH:13]=[CH:14][CH:15]=2)[CH2:10]1)(C)(C)C.[BrH:52].CCOCC>C(O)(=O)C>[BrH:52].[BrH:52].[CH2:33]([O:32][C:30]([C@H:21]([NH:20][C@H:19]([C:18]([N:8]([CH:9]1[CH2:10][C:11]2[C:16](=[CH:15][CH:14]=[CH:13][CH:12]=2)[CH2:17]1)[CH2:7][C:6]([OH:51])=[O:5])=[O:50])[CH2:35][CH2:36][CH2:37][CH2:38][NH2:39])[CH2:22][CH2:23][C:24]1[CH:25]=[CH:26][CH:27]=[CH:28][CH:29]=1)=[O:31])[CH3:34] |f:4.5.6|. Procedure: Nα -[1-(R)-Ethoxycarbonyl-3-phenylpropyl]-Nε -carbobenzoxy-L-lysyl-N-(indan-2-yl)glycine tert-butyl ester (1 g) is dissolved in 2 ml of acetic acid. To the solution, 8 ml of 25% hydrobromic acid solution in acetic acid is added, and the mixture is allowed to stand at room temperature for 30 minutes. On adding 200 ml of ether and 100 ml of petroleum ether to the reaction mixture, a crystalline precipitate forms. This is collected by filtration and recrystallized from a mixture of methanol and eth... Reactants: CC1=C(C=CC(=C1)COC=1C=C(C=CC1)CCC(=O)OC)C1=CC(=CC=C1)OC (Methyl 3-(3-(((2-methyl-3′-(methyloxy)-1,1′-biphenyl-4-yl)methyl)oxy)phenyl)propanoate), [Li+].[OH-] (LiOH). Solvent: C1CCOC1.CO (THF MeOH). Run at temperature 23 celsius, time 8 hour. Product: CC1=C(C=CC(=C1)COC=1C=C(C=CC1)CCC(=O)O)C1=CC(=CC=C1)OC (3-(3-(((2-Methyl-3′-(methyloxy)-1,1′-biphenyl-4-yl)methyl)oxy)phenyl)propanoic acid). The yield is 83.2%. As a reaction SMILES: [CH3:1][C:2]1[CH:7]=[C:6]([CH2:8][O:9][C:10]2[CH:11]=[C:12]([CH2:16][CH2:17][C:18]([O:20]C)=[O:19])[CH:13]=[CH:14][CH:15]=2)[CH:5]=[CH:4][C:3]=1[C:22]1[CH:27]=[CH:26][CH:25]=[C:24]([O:28][CH3:29])[CH:23]=1.[Li+].[OH-]>C1COCC1.CO>[CH3:1][C:2]1[CH:7]=[C:6]([CH2:8][O:9][C:10]2[CH:11]=[C:12]([CH2:16][CH2:17][C:18]([OH:20])=[O:19])[CH:13]=[CH:14][CH:15]=2)[CH:5]=[CH:4][C:3]=1[C:22]1[CH:27]=[CH:26][CH:25]=[C:24]([O:28][CH3:29])[CH:23]=1 |f:1.2,3.4|. Reported procedure: To a solution of 1.4 (0.0532 g, 0.136 mmol) in THF/MeOH (2/1) (1.5 mL) was added LiOH (0.50 mL, 0.500 mmol). The resulting mixture was stirred overnight at 23° C., quenched with excess 1N HCl, and extracted with EtOAc. The combined organic layers were dried over Na2SO4 and concentrated. The crude residue was purified by combiflash (0 to 40% EtOAc/hexane) to afford 1 (0.0426 g, 83.1% yield). MS ESI (neg.) m/e: 375.1 (M−H)+. 1H NMR (400 MHz, CDCl3) δ ppm 7.32-7.39 (3H, m), 7.24-7.31 (2H, m), 6.85-... Starting materials: C1(=CC=C(C=C1)C(=O)N1[C@@H](CC(C1)=NOC)C(N)=NO)C1=CC=CC=C1 ((2S,4EZ)-1-([1,1′-biphenyl]-4-ylcarbonyl)-N′-hydroxy-4-(methoxyimino)-2-pyrrolidinecarboximidamide), C1(=CC=C(C=C1)C(=O)N1[C@@H](CC(C1)=NOC)C(N)=NO)C1=CC=CC=C1 ((2S,4EZ)-1-([1,1′-biphenyl]-4-ylcarbonyl)-N′-hydroxy-4-(methoxyimino)-2-pyrrolidinecarboximidamide), C(C)(C)(C)OC(=O)N1CCN(CC1)CCC(=O)O (3-[4-(tert-butoxycarbonyl)-1-piperazinyl]propanoic acid). Product: C1(=CC=C(C=C1)C(=O)N1[C@@H](CC(C1)=NOC)C1=NOC(=N1)CCN1CCN(CC1)C(=O)OC(C)(C)C)C1=CC=CC=C1 (tert-butyl 4-(2-{3-[(2S,4EZ)-1-([1,1′-biphenyl]-4-ylcarbonyl)-4-(methoxyimino)pyrrolidinyl]-1,2,4-oxadiazol-5-yl}ethyl)-1-piperazinecarboxylate). Isolated yield 70.0%. As a reaction SMILES: [C:1]1([C:21]2[CH:26]=[CH:25][CH:24]=[CH:23][CH:22]=2)[CH:6]=[CH:5][C:4]([C:7]([N:9]2[CH2:13][C:12](=[N:14][O:15][CH3:16])[CH2:11][C@H:10]2[C:17](=[N:19][OH:20])[NH2:18])=[O:8])=[CH:3][CH:2]=1.[C:27]([O:31][C:32]([N:34]1[CH2:39][CH2:38][N:37]([CH2:40][CH2:41][C:42](O)=O)[CH2:36][CH2:35]1)=[O:33])([CH3:30])([CH3:29])[CH3:28]>>[C:1]1([C:21]2[CH:26]=[CH:25][CH:24]=[CH:23][CH:22]=2)[CH:2]=[CH:3][C:4]([C:7]([N:9]2[CH2:13][C:12](=[N:14][O:15][CH3:16])[CH2:11][C@H:10]2[C:17]2[N:18]=[C:42]([CH2:41][CH2:40][N:37]3[CH2:38][CH2:39][N:34]([C:32]([O:31][C:27]([CH3:28])([CH3:30])[CH3:29])=[O:33])[CH2:35][CH2:36]3)[O:20][N:19]=2)=[O:8])=[CH:5][CH:6]=1. Procedure details: Following the general method as outlined in Example 15, starting from (2S,4EZ)-1-([1,1′-biphenyl]-4-ylcarbonyl)-N′-hydroxy-4-(methoxyimino)-2-pyrrolidinecarboximidamide (Intermediate 8) and 3-[4-(tert-butoxycarbonyl)-1-piperazinyl]propanoic acid, the title compound was obtained in 70% yield (78% purity by HPLC).